This data is from the Open Reaction Database (ORD), a public repository of structured organic reaction records. The task is: describe an organic reaction: reactants, conditions, products, and yield Starting materials: stainless steel, C=C (ethylene), 78, N(=O)OCC(C)C (isobutyl nitrite), C(CCCCC(=O)OCC(C)C)(=O)OCC(C)C (diisobutyl adipate), O=O (oxygen), palladium-on-activated-carbon, [Cl-].[Li+] (lithium chloride), [C]=O (carbon monoxide). Solvent: C(C(C)C)O (isobutanol). Conditions: temperature 105 celsius, time 1 hour. Yields the product C(CCC(=O)OCC(C)C)(=O)OCC(C)C (diisobutyl succinate). Reaction SMILES: [Cl-].[Li+].C=C.[C]=[O:6].O=O.N([O:11][CH2:12][CH:13]([CH3:15])[CH3:14])=O.[C:16]([O:29][CH2:30][CH:31]([CH3:33])[CH3:32])(=[O:28])[CH2:17][CH2:18][CH2:19]CC(OCC(C)C)=O>C(O)C(C)C>[C:16]([O:29][CH2:30][CH:31]([CH3:33])[CH3:32])(=[O:28])[CH2:17][CH2:18][C:19]([O:11][CH2:12][CH:13]([CH3:15])[CH3:14])=[O:6] |f:0.1,^3:4|. Procedure details: An autoclave made of stainless steel, equipped with a rotary stirrer and having a capacity of 300 ml. was charged with 50 ml. of isobutanol, 50 ml. of diisobutyl adipate as a solvent, 1 g. of palladium-on-activated-carbon (2 wt.%Pd) and 4 mg. of lithium chloride ##EQU2## After sealing and heating the reaction system to 105° C., the reaction was carried out at the same temperature for one hour, passing a gas mixture consisting of 78 vol.% of ethylene, 18 vol.% of carbon monoxide and 4 vol.% of ox...